From a dataset of the Open Reaction Database (ORD), a public repository of structured organic reaction records. describe an organic reaction: reactants, conditions, products, and yield Reactants: BrC=1C=CC=2N(C1)C(=CN2)C=O (6-bromoimidazo[1,2-a]pyridine-3-carbaldehyde), BrC=1C=CC=2N(C1)C(=CN2)C=O (6-bromoimidazo[1,2-a]pyridine-3-carbaldehyde), ClC1=CC=C(C=N1)B(O)O (6-chloropyridin-3-ylboronic acid). Yields the product ClC1=CC=C(C=N1)C=1C=CC=2N(C1)C(=CN2)C=O (6-(6-chloropyridin-3-yl) imidazo[1,2-a]pyridine-3-carbaldehyde). Yield: 44.0%. As a reaction SMILES: Br[C:2]1[CH:3]=[CH:4][C:5]2[N:6]([C:8]([CH:11]=[O:12])=[CH:9][N:10]=2)[CH:7]=1.[Cl:13][C:14]1[N:19]=[CH:18][C:17](B(O)O)=[CH:16][CH:15]=1>>[Cl:13][C:14]1[N:19]=[CH:18][C:17]([C:2]2[CH:3]=[CH:4][C:5]3[N:6]([C:8]([CH:11]=[O:12])=[CH:9][N:10]=3)[CH:7]=2)=[CH:16][CH:15]=1. Reported procedure: The title compound was prepared by following the procedure as described for Intermediate 1 using 6-bromoimidazo[1,2-a]pyridine-3-carbaldehyde and 6-chloropyridin-3-ylboronic acid. Yield: 44%; 1H NMR (DMSO-d6; 300 MHz): δ 10.02 (s, 1H), 9.76 (s, 1H), 8.68 (s, 1H), 8.40 (s, 1H), 7.93 (bs, 2H), 7.79 (d, 1H, J=9 Hz), 7.52 (d, 1H, J=8.1 Hz); MS: m/z 258(M+1)+. Reactants: [H-].C(C(C)C)[Al+]CC(C)C (Diisobutylaluminum hydride), CC(C)C[AlH]CC(C)C (DIBAL-H), BrC=1C=C(C=CC1)NC=1C2=C(N=CN1)SC1=C2CCC(C1)C(=O)N1CCCCC1 (N-(3-bromophenyl)-7-(1-piperidinylcarbonyl)-5,6,7,8-tetrahydro[1]benzothieno[2,3-d]pyrimidin-4-amine). The solvent is C1CCOC1 (THF), C1CCOC1 (THF). Conditions: temperature 0 celsius, time 30 minute. The product is BrC=1C=C(C=CC1)NC=1C2=C(N=CN1)SC1=C2CCC(C1)CN1CCCCC1 (N-(3-bromophenyl)-7-(1-piperidinylmethyl)-5,6,7,8-tetrahydro[1]benzothieno[2,3-d]pyrimidin-4-amine). Reaction SMILES: [Br:1][C:2]1[CH:3]=[C:4]([NH:8][C:9]2[C:10]3[C:17]4[CH2:18][CH2:19][CH:20]([C:22]([N:24]5[CH2:29][CH2:28][CH2:27][CH2:26][CH2:25]5)=O)[CH2:21][C:16]=4[S:15][C:11]=3[N:12]=[CH:13][N:14]=2)[CH:5]=[CH:6][CH:7]=1.[H-].C([Al+]CC(C)C)C(C)C.CC(C[AlH]CC(C)C)C>C1COCC1>[Br:1][C:2]1[CH:3]=[C:4]([NH:8][C:9]2[C:10]3[C:17]4[CH2:18][CH2:19][CH:20]([CH2:22][N:24]5[CH2:25][CH2:26][CH2:27][CH2:28][CH2:29]5)[CH2:21][C:16]=4[S:15][C:11]=3[N:12]=[CH:13][N:14]=2)[CH:5]=[CH:6][CH:7]=1 |f:1.2|. Reported procedure: Anhydrous THF (3 mL) was added to a 50 mL round bottom flask followed by N-(3-bromophenyl)-7-(1-piperidinylcarbonyl)-5,6,7,8-tetrahydro[1]benzothieno[2,3-d]pyrimidin-4-amine (27, 0.21 mmol, 1equiv). This was cooled to 0° C. in an ice-water bath for 5 min. Diisobutylaluminum hydride, 0.6 mL (DIBAL-H, 0.64 mmol, 1.0M in THF) was added and the reaction was stirred at 0° C. for 30 min before warming to rt for 2 h until reaction was complete by TLC. The reaction mixture was quenched with a satd solut... Starting materials: ClC1=NC(=CC=C1)C(Cl)(Cl)Cl (2-chloro-6-(trichloromethyl)pyridine), Cl (hydrochloric acid), ferrous chloride, tetrahydrate. The solvent is CO (methanol). Yields the product ClC1=NC(=CC=C1)C(Cl)Cl (2-chloro-6-(dichloromethyl)pyridine). Reaction SMILES: [Cl:1][C:2]1[CH:7]=[CH:6][CH:5]=[C:4]([C:8](Cl)([Cl:10])[Cl:9])[N:3]=1.Cl>CO>[Cl:1][C:2]1[CH:7]=[CH:6][CH:5]=[C:4]([CH:8]([Cl:10])[Cl:9])[N:3]=1. Reported procedure: A mixture of 23.1 g (0.10 mole) of 2-chloro-6-(trichloromethyl)pyridine, 10.0 g of methanol, 15.0 g of concentrated hydrochloric acid and 40.0 g (0.20 mole) of ferrous chloride as the tetrahydrate was stirred while heating to reflux. The mixture was a slurry which slowly became fluid and a two-phase liquid mixture resulted after 15 minutes. The mixture was maintained under reflux conditions (80°-90° C.) for one and one-half hours and then cooled to ~45° C. The mixture was extracted with 50 ml of...